Dataset: the Open Reaction Database (ORD), a public repository of structured organic reaction records. Task: describe an organic reaction: reactants, conditions, products, and yield The reactants are CO, S=C1CN=C(c2ccccc2Cl)c2cc(Cl)ccc2N1, ClCCN1CCCCCC1, Cl, [Na+], [OH-], O. The product is Clc1ccc2c(c1)C(c1ccccc1Cl)=NCC(SCCN1CCCCCC1)=N2. As a reaction SMILES: [CH3:23][OH:24].[Cl:1][c:2]1[c:3]([C:8]2=[N:9][CH2:10][C:11](=[S:20])[NH:12][c:13]3[c:14]2[cH:15][c:16]([Cl:19])[cH:17][cH:18]3)[cH:4][cH:5][cH:6][cH:7]1.[Cl:26][CH2:27][CH2:28][N:29]1[CH2:30][CH2:31][CH2:32][CH2:33][CH2:34][CH2:35]1.[ClH:25].[Na+:22].[OH-:21].[OH2:36]>>[Cl:1][c:2]1[c:3]([C:8]2=[N:9][CH2:10][C:11]([S:20][CH2:27][CH2:28][N:29]3[CH2:30][CH2:31][CH2:32][CH2:33][CH2:34][CH2:35]3)=[N:12][c:13]3[c:14]2[cH:15][c:16]([Cl:19])[cH:17][cH:18]3)[cH:4][cH:5][cH:6][cH:7]1. The product is CC(C)(C)OC(=O)N1C(C)(CNc2ccccc2)COC1(C)C. The reactants are [BH4-], CC(C)(C)OC(=O)N1C(C)(C=O)COC1(C)C, CO, Nc1ccccc1, [Na+]. Reaction SMILES: [BH4-:25].[C:1]([CH3:2])([CH3:3])([CH3:4])[O:5][C:6](=[O:7])[N:8]1[C:9]([CH3:16])([CH3:17])[O:10][CH2:11][C:12]1([CH3:13])[CH:14]=[O:15].[CH3:27][OH:28].[NH2:18][c:19]1[cH:20][cH:21][cH:22][cH:23][cH:24]1.[Na+:26]>>[C:1]([CH3:2])([CH3:3])([CH3:4])[O:5][C:6](=[O:7])[N:8]1[C:9]([CH3:16])([CH3:17])[O:10][CH2:11][C:12]1([CH3:13])[CH2:14][NH:18][c:19]1[cH:20][cH:21][cH:22][cH:23][cH:24]1. The reactants are [Cl-].C(CC)C1=C([N+]2(C(S1)N(C=C2)CC2=CC=C(C=C2)F)CC)CC (2-n-propyl-3,4-diethyl-7-(p-fluorobenzyl)imidazo[2,1-b]thiazolium chloride), [Cl-].COC=1C=C(CC=2[N+]3=C(SC2)N(C=C3)CC3=CC=CC=C3)C=C(C1)OC (3-(3,5-dimethoxybenzyl)-7-benzylimidazo[2,1-b]thiazolium chloride), [Cl-].FC1=CC=C(C[N+]=2C=CN3C2SC2=C3CCCC2)C=C1 (p-fluorobenzyl-5,6,7,8-tetrahydroimidazo[2,1-b]benzthiazolium chloride), 3-adamantyl-6-phenyl-7-(m-trifluorobenzyl)imidazo[2,1-b]thiazolium bromide, [Br-].ClC1=CC=C(C=C1)C=1[N+]2=C(SC1)N(C=C2)CC#C (3-(p-chlorophenyl)-7-propargylimidazo[2,1-b]thiazolium bromide), [Br-].C(C#C)[N+]=1C=CN2C1SC1=C2CCCC1 (1-propargyl-5,6,7,8-tetrahydroimidazo[2,1-b]benzthiazolium bromide), [Cl-].CC1=C(C=CC(=C1)C)C=1[N+]2=C(SC1)N(C(=C2)C2=C(C=C(C=C2)C)C)CC2=CC=CC=C2 (3,6-bis(2,4-dimethylphenyl)-7-benzylimidazo[2,1-b]thiazolium chloride), [Br-].CC1=C(CC=2[N+]3=C(SC2)N(C(=C3)C)CC3=CC=C(C=C3)Cl)C=CC(=C1)C (3-(2,4-dimethylbenzyl)-6-methyl-7-(p-chlorobenzyl)imidazo[2,1-b]thiazolium bromide), 2-i-propyl-7-(p-fluorobenzyl)imidazo[2,1b]thiazolium chloride, [Br-].C1(=CC=CC=C1)C=1[N+]2=C(SC1)N(C=C2)CC2=C(C=CC=C2)OC (3-phenyl-7-(o-methoxybenzyl)imidazo[2,1-b]thiazolium bromide), [Br-].CC=1[N+]2=C(SC1)N(C=C2)CC2=CC=C(C=C2)C2=CC=CC=C2 (3-methyl-7-(p-phenylbenzyl)imidazo[2,1-b]thiazolium bromide). Product: [Cl-].CC1=C([N+]2(C(S1)N(C=C2)CC2=CC=CC=C2)CC)CC (2-methyl-3,4-diethyl-7-benzylimidazo[2,1-b]thiazolium chloride). As a reaction SMILES: [Cl-].[CH2:2]([C:5]1[S:9][CH:8]2[N:10]([CH2:13][C:14]3[CH:19]=[CH:18][C:17](F)=[CH:16][CH:15]=3)[CH:11]=[CH:12][N+:7]2([CH2:21][CH3:22])[C:6]=1[CH2:23][CH3:24])CC.[Br-].C1(C2[N+]3C=CN(CC4C=CC=CC=4OC)C=3SC=2)C=CC=CC=1.[Cl-].COC1C=C(C=C(OC)C=1)CC1[N+]2C=CN(CC3C=CC=CC=3)C=2SC=1.[Br-].CC1[N+]2C=CN(CC3C=CC(C4C=CC=CC=4)=CC=3)C=2SC=1.[Br-].CC1C=C(C)C=CC=1CC1[N+]2C=C(C)N(CC3C=CC([Cl:120])=CC=3)C=2SC=1.[Br-].ClC1C=CC(C2[N+]3C=CN(CC#C)C=3SC=2)=CC=1.[Cl-].CC1C=C(C)C=CC=1C1[N+]2C=C(C3C=CC(C)=CC=3C)N(CC3C=CC=CC=3)C=2SC=1.[Cl-].FC1C=CC(C[N+]2C=CN3C4CCCCC=4SC=23)=CC=1.[Br-].C([N+]1C=CN2C3CCCCC=3SC=12)C#C>>[Cl-:120].[CH3:2][C:5]1[S:9][CH:8]2[N:10]([CH2:13][C:14]3[CH:19]=[CH:18][CH:17]=[CH:16][CH:15]=3)[CH:11]=[CH:12][N+:7]2([CH2:21][CH3:22])[C:6]=1[CH2:23][CH3:24] |f:0.1,2.3,4.5,6.7,8.9,10.11,12.13,14.15,16.17,18.19|. Procedure: 2-n-propyl-3,4-diethyl-7-(p-fluorobenzyl)imidazo[2,1-b]thiazolium chloride, 2-i-propyl-7-(p-fluorobenzyl)imidazo[2,1b]thiazolium chloride; 3-phenyl-7-(o-methoxybenzyl)imidazo[2,1-b]thiazolium bromide; 3-adamantyl-6-phenyl-7-(m-trifluorobenzyl)imidazo[2,1-b]thiazolium bromide; 3-(3,5-dimethoxybenzyl)-7-benzylimidazo[2,1-b]thiazolium chloride, 3-methyl-7-(p-phenylbenzyl)imidazo[2,1-b]thiazolium bromide; 3-(2,4-dimethylbenzyl)-6-methyl-7-(p-chlorobenzyl)imidazo[2,1-b]thiazolium bromide; 3-(p-chloro...